From a dataset of the Open Reaction Database (ORD), a public repository of structured organic reaction records. describe an organic reaction: reactants, conditions, products, and yield Reactants: cuprous iodide, C1(=CC=CC=C1)[Mg]Br (phenylmagnesium bromide), COC1=CC=C(C=C1)C1=COC2=CC(=CC=C2C1=O)OCC1OC1 (3-(4-methoxyphenyl)-7-(oxiran-2-ylmethoxy)chromen-4-one). The solvent is O1CCCC1 (tetrahydrofuran), O1CCCC1 (tetrahydrofuran), O1CCCC1 (tetrahydrofuran). Reaction conditions: temperature -40 celsius, time 1 hour. Product: OC(COC1=CC=C2C(C(=COC2=C1)C1=CC=C(C=C1)OC)=O)CC1=CC=CC=C1 (7-(2-hydroxy-3-phenylpropoxy)-3-(4-methoxyphenyl)chromen-4-one). Reaction SMILES: [C:1]1([Mg]Br)[CH:6]=[CH:5][CH:4]=[CH:3][CH:2]=1.[CH3:9][O:10][C:11]1[CH:16]=[CH:15][C:14]([C:17]2[C:26](=[O:27])[C:25]3[C:20](=[CH:21][C:22]([O:28][CH2:29][CH:30]4[CH2:32][O:31]4)=[CH:23][CH:24]=3)[O:19][CH:18]=2)=[CH:13][CH:12]=1>O1CCCC1>[OH:31][CH:30]([CH2:32][C:1]1[CH:6]=[CH:5][CH:4]=[CH:3][CH:2]=1)[CH2:29][O:28][C:22]1[CH:21]=[C:20]2[C:25]([C:26](=[O:27])[C:17]([C:14]3[CH:15]=[CH:16][C:11]([O:10][CH3:9])=[CH:12][CH:13]=3)=[CH:18][O:19]2)=[CH:24][CH:23]=1. Procedure: To a solution of cuprous iodide (0.14 g, 0.74 mmol) in tetrahydrofuran (2 ml) was added phenylmagnesium bromide in tetrahydrofuran (1M, 2.22 ml, 2.22 mmol) dropwise at −40° C. After 5 minutes 3-(4-methoxyphenyl)-7-(oxiran-2-ylmethoxy)chromen-4-one (0.24 g, 0.74 mmol) in tetrahydrofuran (4 ml) was added slowly, and stirred at −40° C. for 1 hour. The mixture was quenched with saturated ammonium chloride and water, extracted with ethyl acetate, the organic layer washed with brine, dried over sodium... Reactants: CCOC(C)OCC1CCCC(=O)N1, [Cl-], [H-], N#CCOCC#CCI, [NH4+], [Na+], CN(C)C=O. Yields the product CCOC(C)OCC1CCCC(=O)N1CC#CCOCC#N. RXN SMILES: [CH2:3]([CH3:4])[O:5][CH:6]([CH3:7])[O:8][CH2:9][CH:10]1[CH2:11][CH2:12][CH2:13][C:14](=[O:16])[NH:15]1.[Cl-:26].[H-:1].[I:17][CH2:18][C:19]#[C:20][CH2:21][O:22][CH2:23][C:24]#[N:25].[NH4+:27].[Na+:2].[O:28]=[CH:29][N:30]([CH3:31])[CH3:32]>>[CH2:3]([CH3:4])[O:5][CH:6]([CH3:7])[O:8][CH2:9][CH:10]1[CH2:11][CH2:12][CH2:13][C:14](=[O:16])[N:15]1[CH2:18][C:19]#[C:20][CH2:21][O:22][CH2:23][C:24]#[N:25].